This data is from the Open Reaction Database (ORD), a public repository of structured organic reaction records. The task is: describe an organic reaction: reactants, conditions, products, and yield The reactants are CO, COC(=O)Cc1ccc(CCCCI)cc1, [Li+], [OH-], O. Product: O=C(O)Cc1ccc(CCCCI)cc1. RXN SMILES: [CH3:20][OH:21].[I:1][CH2:2][CH2:3][CH2:4][CH2:5][c:6]1[cH:7][cH:8][c:9]([CH2:12][C:13](=[O:14])[O:15][CH3:16])[cH:10][cH:11]1.[Li+:17].[OH-:18].[OH2:19]>>[I:1][CH2:2][CH2:3][CH2:4][CH2:5][c:6]1[cH:7][cH:8][c:9]([CH2:12][C:13](=[O:14])[OH:15])[cH:10][cH:11]1. Reactants: COc1ccccc1Br, C1CC2(CCN1)OCCO2, CC(C)(C)[O-], Cc1ccccc1, [Na+], O=C(C=Cc1ccccc1)C=Cc1ccccc1, O=C(C=Cc1ccccc1)C=Cc1ccccc1, O=C(C=Cc1ccccc1)C=Cc1ccccc1, [Pd], [Pd], Cc1ccccc1P(c1ccccc1C)c1ccccc1C. Yields the product COc1ccccc1N1CCC2(CC1)OCCO2. RXN SMILES: [Br:1][c:2]1[c:3]([O:8][CH3:9])[cH:4][cH:5][cH:6][cH:7]1.[CH2:10]1[CH2:11][O:12][C:13]2([CH2:14][CH2:15][NH:16][CH2:17][CH2:18]2)[O:19]1.[CH3:20][C:21]([CH3:22])([O-:23])[CH3:24].[CH3:48][c:49]1[cH:50][cH:51][cH:52][cH:53][cH:54]1.[Na+:25].[O:57]=[C:58]([CH:59]=[CH:60][c:61]1[cH:62][cH:63][cH:64][cH:65][cH:66]1)[CH:67]=[CH:68][c:69]1[cH:70][cH:71][cH:72][cH:73][cH:74]1.[O:75]=[C:76]([CH:77]=[CH:78][c:79]1[cH:80][cH:81][cH:82][cH:83][cH:84]1)[CH:85]=[CH:86][c:87]1[cH:88][cH:89][cH:90][cH:91][cH:92]1.[O:93]=[C:94]([CH:95]=[CH:96][c:97]1[cH:98][cH:99][cH:100][cH:101][cH:102]1)[CH:103]=[CH:104][c:105]1[cH:106][cH:107][cH:108][cH:109][cH:110]1.[Pd:55].[Pd:56].[c:26]1([CH3:27])[cH:28][cH:29][cH:30][cH:31][c:32]1[P:33]([c:34]1[cH:35][cH:36][cH:37][cH:38][c:39]1[CH3:40])[c:41]1[cH:42][cH:43][cH:44][cH:45][c:46]1[CH3:47]>>[c:2]1([N:16]2[CH2:15][CH2:14][C:13]3([O:12][CH2:11][CH2:10][O:19]3)[CH2:18][CH2:17]2)[c:3]([O:8][CH3:9])[cH:4][cH:5][cH:6][cH:7]1. Reactants: C(C)OC1=C(N)C=CC=C1 (2-ethoxyaniline), C(CC)N1CC(OCC1)COS(=O)(=O)C1=CC=C(C=C1)C (4-n-propyl-2-toluene-p-sulphonyloxymethylmorpholine). Run in C=1(C(=CC=CC1)C)C (xylene). Product: C1(=CC=C(C=C1)S(=O)(=O)O)C.C(C)OC1=C(NCC2CN(CCO2)CCC)C=CC=C1 (2-(2-ethoxyanilino)methyl-4-propylmorpholine toluene-p-sulphonate). RXN SMILES: [CH2:1]([O:3][C:4]1[CH:10]=[CH:9][CH:8]=[CH:7][C:5]=1[NH2:6])[CH3:2].[CH2:11]([N:14]1[CH2:19][CH2:18][O:17][CH:16]([CH2:20][O:21][S:22]([C:25]2[CH:30]=[CH:29][C:28]([CH3:31])=[CH:27][CH:26]=2)(=[O:24])=[O:23])[CH2:15]1)[CH2:12][CH3:13]>C1(C)C(C)=CC=CC=1>[C:28]1([CH3:31])[CH:27]=[CH:26][C:25]([S:22]([OH:24])(=[O:21])=[O:23])=[CH:30][CH:29]=1.[CH2:1]([O:3][C:4]1[CH:10]=[CH:9][CH:8]=[CH:7][C:5]=1[NH:6][CH2:20][CH:16]1[O:17][CH2:18][CH2:19][N:14]([CH2:11][CH2:12][CH3:13])[CH2:15]1)[CH3:2] |f:3.4|. Reported procedure: A solution of 2-ethoxyaniline (4.8 g.) and 4-n-propyl-2-toluene-p-sulphonyloxymethylmorpholine (10 g.) in xylene (50 ml.) is heated under reflux in an atmosphere of nitrogen for 60 hours. A resinous solid separates from the solvent which is distilled under reduced pressure. The residual sticky solid is washed with ether to give a yellow solid which is crystallised from methanol/ether to give 2-(2-ethoxyanilino)methyl-4-propylmorpholine toluene-p-sulphonate, m.p. 169°-172°C.